This data is from the Open Reaction Database (ORD), a public repository of structured organic reaction records. The task is: describe an organic reaction: reactants, conditions, products, and yield RXN SMILES: [Cl:1][C:2]1[CH:3]=[C:4]([C:9]2([CH2:28][CH2:29]CS([O-])(=O)=O)[CH2:13][CH2:12][N:11]([C:14](=[O:27])[C:15]3[CH:20]=[C:19]([O:21][CH3:22])[C:18]([O:23][CH3:24])=[C:17]([O:25][CH3:26])[CH:16]=3)[CH2:10]2)[CH:5]=[CH:6][C:7]=1[Cl:8].Cl.[N:36]1([C:42]([NH2:44])=[O:43])[CH2:41][CH2:40][CH2:39][CH2:38][CH2:37]1.[C:45]1([C:51]2([C:57]([OH:59])=[O:58])[CH2:56][CH2:55][NH:54][CH2:53][CH2:52]2)[CH:50]=[CH:49][CH:48]=[CH:47][CH:46]=1>>[N:36]1([C:42]([NH2:44])=[O:43])[CH2:41][CH2:40][CH2:39][CH2:38][CH2:37]1.[Cl:1][C:2]1[CH:3]=[C:4]([C:9]2([CH2:28][CH2:29][N:54]3[CH2:53][CH2:52][C:51]([C:45]4[CH:46]=[CH:47][CH:48]=[CH:49][CH:50]=4)([C:57]([OH:59])=[O:58])[CH2:56][CH2:55]3)[CH2:13][CH2:12][N:11]([C:14](=[O:27])[C:15]3[CH:20]=[C:19]([O:21][CH3:22])[C:18]([O:23][CH3:24])=[C:17]([O:25][CH3:26])[CH:16]=3)[CH2:10]2)[CH:5]=[CH:6][C:7]=1[Cl:8] |f:1.2.3,4.5|. Procedure: Prepare by the method of example 3.3 using 2-[3-(3,4-dichloro-phenyl)-1-(3,4,5-trimethoxy-benzoyl)-pyrrolidin-3-yl]-ethyl-methanesulfonate (5 mmol) and 4-phenyl-piperidine-4-carboxylic acid piperidine-amide hydrochloride (7.5 mmol, 1.5 eq.). Chromatograph on silica gel to give the title compound. Reactants: ClC=1C=C(C=CC1Cl)C1(CN(CC1)C(C1=CC(=C(C(=C1)OC)OC)OC)=O)CCCS(=O)(=O)[O-] (2-[3-(3,4-dichloro-phenyl)-1-(3,4,5-trimethoxy-benzoyl)-pyrrolidin-3-yl]-ethyl-methanesulfonate), Cl.N1(CCCCC1)C(=O)N.C1(=CC=CC=C1)C1(CCNCC1)C(=O)O (4-phenyl-piperidine-4-carboxylic acid piperidine-amide hydrochloride). Product: N1(CCCCC1)C(=O)N.ClC=1C=C(C=CC1Cl)C1(CN(CC1)C(C1=CC(=C(C(=C1)OC)OC)OC)=O)CCN1CCC(CC1)(C(=O)O)C1=CC=CC=C1 (1-[2-[3-(3,4-dichloro-phenyl)-1-(3,4,5-trimethoxy-benzoyl)-pyrrolidin-3-yl]-ethyl]-4-phenyl-piperidine-4-carboxylic acid piperidine-amide). Product: FC1=C(COC=2C(=NC=CC2)NC(=S)NC2=CC=C(C=C2)Cl)C(=CC=C1F)F (N-(3-(2,3,6-Trifluorobenzyloxy)pyrid-2-yl)-N'-(4-chlorophenyl)thiourea). The solvent is C(C)OCC (diethyl ether). Reactants: NC1=NC=CC=C1OCC1=C(C(=CC=C1F)F)F (2-amino-3-(2,3,6-trifluorobenzyloxy)pyridine), ClC1=CC=C(C=C1)N=C=S (4chlorophenyl isothiocyanate), C1(=CC=CC=C1)C (toluene). RXN SMILES: [NH2:1][C:2]1[C:7]([O:8][CH2:9][C:10]2[C:15]([F:16])=[CH:14][CH:13]=[C:12]([F:17])[C:11]=2[F:18])=[CH:6][CH:5]=[CH:4][N:3]=1.[Cl:19][C:20]1[CH:25]=[CH:24][C:23]([N:26]=[C:27]=[S:28])=[CH:22][CH:21]=1.C1(C)C=CC=CC=1>C(OCC)C>[F:18][C:11]1[C:12]([F:17])=[CH:13][CH:14]=[C:15]([F:16])[C:10]=1[CH2:9][O:8][C:7]1[C:2]([NH:1][C:27]([NH:26][C:23]2[CH:24]=[CH:25][C:20]([Cl:19])=[CH:21][CH:22]=2)=[S:28])=[N:3][CH:4]=[CH:5][CH:6]=1. Procedure: A mixture of 2-amino-3-(2,3,6-trifluorobenzyloxy)pyridine (2.00 g, 0.0078 mol), 4chlorophenyl isothiocyanate (1.6 g, 0.094 mol) and toluene (10 ml) was refluxed for 3 hours, then cooled and treated with diethyl ether to induce crystallisation of the product. Yield 2.82 g (85.5%), m.p.174°-176 ° C. The solvent is O1CCCC1 (tetrahydrofurane), O1CCCC1 (tetrahydrofurane). Reaction conditions: time 10 minute. The product is CSC1=NC(=C(C(=N1)N1CCC(CC1)C1=CC=CC=C1)C#N)OCC(F)(F)F (2-methylsulfanyl-4-(4-phenyl-piperidin-1-yl)-6-(2,2,2-trifluoro-ethoxy)-pyrimidine-5-carbonitrile). Starting materials: [H-].[Na+] (sodium hydride), FC(CO)(F)F (2,2,2-trifluoroethanol), ClC1=NC(=NC(=C1C#N)N1CCC(CC1)C1=CC=CC=C1)SC (4-chloro-2-methylsulfanyl-6-(4-phenyl-piperidin-1-yl)-pyrimidine-5-carbonitrile). Yield: 63.6%. Reaction SMILES: [F:1][C:2]([F:6])([F:5])[CH2:3][OH:4].[H-].[Na+].Cl[C:10]1[C:15]([C:16]#[N:17])=[C:14]([N:18]2[CH2:23][CH2:22][CH:21]([C:24]3[CH:29]=[CH:28][CH:27]=[CH:26][CH:25]=3)[CH2:20][CH2:19]2)[N:13]=[C:12]([S:30][CH3:31])[N:11]=1>O1CCCC1>[CH3:31][S:30][C:12]1[N:13]=[C:14]([N:18]2[CH2:19][CH2:20][CH:21]([C:24]3[CH:29]=[CH:28][CH:27]=[CH:26][CH:25]=3)[CH2:22][CH2:23]2)[C:15]([C:16]#[N:17])=[C:10]([O:4][CH2:3][C:2]([F:6])([F:5])[F:1])[N:11]=1 |f:1.2|. Procedure details: A solution of 56 mg (0.55 mmol) of 2,2,2-trifluoroethanol in 5 ml of tetrahydrofurane was cooled to 0° C. and treated under an argon atmosphere with 23 mg (0.52 mmol) of sodium hydride (55% dispersion in oil). The mixture was kept at 0° C. during 10 min, then a solution of 200 mg (0.58 mmol) of 4-chloro-2-methylsulfanyl-6-(4-phenyl-piperidin-1-yl)-pyrimidine-5-carbonitrile in 5 ml of tetrahydrofurane was added and, thereupon, the mixture was warmed to room temperature and stirring continued duri...